This data is from the Open Reaction Database (ORD), a public repository of structured organic reaction records. The task is: describe an organic reaction: reactants, conditions, products, and yield The reactants are COC1=CC=C2C(C=COC2=C1CCN1CCC(CC1)N1C=CC2=CC=C(C=C12)C(=O)N)=O (1-(1-(2-(7-methoxy-4-oxo-4H-chromen-8-yl)ethyl)piperidin-4-yl)-1H-indole-6-carboxamide). Reagents/catalysts: [C].[Pd] (palladium carbon), [C].[Pd] (palladium carbon). Run in CO (methanol). Reaction conditions: time 15 hour. The product is COC1=CC=C2C(CCOC2=C1CCN1CCC(CC1)N1C=CC2=CC=C(C=C12)C(=O)N)=O (1-{1-[2-(7-methoxy-4-oxochroman-8-yl)ethyl]piperidin-4-yl}-1H-indole-6-carboxamide). Isolated yield 47.4%. Reaction SMILES: [CH3:1][O:2][C:3]1[C:12]([CH2:13][CH2:14][N:15]2[CH2:20][CH2:19][CH:18]([N:21]3[C:29]4[C:24](=[CH:25][CH:26]=[C:27]([C:30]([NH2:32])=[O:31])[CH:28]=4)[CH:23]=[CH:22]3)[CH2:17][CH2:16]2)=[C:11]2[C:6]([C:7](=[O:33])[CH:8]=[CH:9][O:10]2)=[CH:5][CH:4]=1>CO.[C].[Pd]>[CH3:1][O:2][C:3]1[C:12]([CH2:13][CH2:14][N:15]2[CH2:16][CH2:17][CH:18]([N:21]3[C:29]4[C:24](=[CH:25][CH:26]=[C:27]([C:30]([NH2:32])=[O:31])[CH:28]=4)[CH:23]=[CH:22]3)[CH2:19][CH2:20]2)=[C:11]2[C:6]([C:7](=[O:33])[CH2:8][CH2:9][O:10]2)=[CH:5][CH:4]=1 |f:2.3|. Procedure details: 42 mg of 1-(1-(2-(7-methoxy-4-oxo-4H-chromen-8-yl)ethyl)piperidin-4-yl)-1H-indole-6-carboxamide was dissolved in 3 ml of methanol. Thereafter, 15 mg of 10% palladium carbon was added to the reaction solution. The obtained mixture was then stirred at room temperature for 15 hours under hydrogen atmosphere. Thereafter, 15 mg of 10% palladium carbon was further added to the reaction solution. The obtained mixture was then stirred at the same temperature for 4 hours. Thereafter, palladium carbon was...